Dataset: the Open Reaction Database (ORD), a public repository of structured organic reaction records. Task: describe an organic reaction: reactants, conditions, products, and yield Starting materials: N1=C(C=CC=C1)C=1OC=C(N1)C=1C=CC(=NC1)C(C)(C)O (2-[5-(2-pyridin-2-yl-1.3-oxazol-4-yl)pyridin-2-yl]propan-2-ol), C1CC(=O)N(C1=O)Br (NBS), O (Water). Solvent: C(Cl)Cl (DCM). Conditions: time 16 hour. The product is BrC1=C(N=C(O1)C1=NC=CC=C1)C=1C=CC(=NC1)C(C)(C)O (2-[5-(5-bromo-2-pyridin-2-yl-1,3-oxazol-4-yl)pyridin-2-yl]propan-2-ol). Reaction SMILES: [N:1]1[CH:6]=[CH:5][CH:4]=[CH:3][C:2]=1[C:7]1[O:8][CH:9]=[C:10]([C:12]2[CH:13]=[CH:14][C:15]([C:18]([OH:21])([CH3:20])[CH3:19])=[N:16][CH:17]=2)[N:11]=1.C1C(=O)N([Br:29])C(=O)C1.O>C(Cl)Cl>[Br:29][C:9]1[O:8][C:7]([C:2]2[CH:3]=[CH:4][CH:5]=[CH:6][N:1]=2)=[N:11][C:10]=1[C:12]1[CH:13]=[CH:14][C:15]([C:18]([OH:21])([CH3:19])[CH3:20])=[N:16][CH:17]=1. Procedure: To a solution of 2-[5-(2-pyridin-2-yl-1.3-oxazol-4-yl)pyridin-2-yl]propan-2-ol from Step D (75 mg, 0.267 mmol) in DCM (1 mL) was added NBS (62 mg, 0.347 mmol). The reaction mixture was stirred at rt for 16 h. Water was added and the mixture extracted with DCM. The organics were dried (MgSO4), and concentrated to afford 2-[5-(5-bromo-2-pyridin-2-yl-1,3-oxazol-4-yl)pyridin-2-yl]propan-2-ol, which was used without further purification LCMS: m/z 360.0 (M+H)+.